From a dataset of the Open Reaction Database (ORD), a public repository of structured organic reaction records. describe an organic reaction: reactants, conditions, products, and yield Yields the product CC1=NNC(=C1[N+](=O)[O-])C (3,5-Dimethyl-4-Nitropyrazole). Run in S(O)(O)(=O)=O (sulfuric acid), S(O)(O)(=O)=O (sulfuric acid). The reactants are [OH-].[K+] (potassium hydroxide), ice, CC1=NNC(=C1)C (3,5-dimethylpyrazole), [N+](=O)(O)[O-] (nitric acid). Reaction SMILES: [CH3:1][C:2]1[CH:6]=[C:5]([CH3:7])[NH:4][N:3]=1.[OH-].[K+].[N+:10]([O-])([OH:12])=[O:11]>S(=O)(=O)(O)O>[CH3:1][C:2]1[C:6]([N+:10]([O-:12])=[O:11])=[C:5]([CH3:7])[NH:4][N:3]=1 |f:1.2|. Procedure details: To a solution of 3,5-dimethylpyrazole (86.5 g, 0.90 mol) in concentrated sulfuric acid (170 ml), conc nitric acid (103 ml, d=1.423) was added with stirring and icecooling. After one hour concentrated sulfuric acid (100 ml) was added slowly with stirring resulting in a temperature rise to 70°-80° C. After stirring overnight at 30°-35° C., the mixture was poured into ice (1.5 l) and neutralized with potassium hydroxide. Extraction with methylene chloride (3×350 ml), drying of the organic phase (Na... Reactants: CC1=NC2=CC=CC(=C2N=C1NC1CCNCC1)C1=CC=2C(NCCC2N1)=O (2-(2-methyl-3-(piperidin-4-ylamino)quinoxalin-5-yl)-6,7-dihydro-1H-pyrrolo[3,2-c]pyridin-4(5H)-one), CCN(C(C)C)C(C)C (DIPEA), CC(=O)OC(=O)C (Ac2O). Solvent: C(Cl)Cl (DCM). Reaction conditions: temperature 25 celsius. Product: N1C=CC=2C(NCCC21)=O (6,7-dihydro-1H-pyrrolo[3,2-c]pyridin-4(5H)-one). Isolated yield 61.4%. As a reaction SMILES: CC1C(NC2CCNCC2)=NC2C(=CC=CC=2[C:19]2[NH:27][C:26]3[CH2:25][CH2:24][NH:23][C:22](=[O:28])[C:21]=3[CH:20]=2)N=1.CCN(C(C)C)C(C)C.CC(OC(C)=O)=O>C(Cl)Cl>[NH:27]1[C:26]2[CH2:25][CH2:24][NH:23][C:22](=[O:28])[C:21]=2[CH:20]=[CH:19]1. Reported procedure: A mixture of 2-(2-methyl-3-(piperidin-4-ylamino)quinoxalin-5-yl)-6,7-dihydro-1H-pyrrolo[3,2-c]pyridin-4(5H)-one (Ex. 53, 55 mg, 0.146 mmol) and DIPEA (76 μl, 0.438 mmol, EMD Biosciences, Rockland, Mass.) in DCM (5.8 mL) was set stirring at 25° C. before adding Ac2O (15.16 μl, 0.161 mmol, Sigma Aldrich) dropwise. The reaction was stirred for 30 min before concentrating under reduced pressure. The residue was taken up in DMSO, and purified by reverse-phase preparative HPLC (Phenomenex Gemini colum... The reactants are COC(=O)c1cc(N)nc(N)c1, N. Product: NCc1cc(N)nc(N)c1. RXN SMILES: [CH3:1][O:2][C:3]([c:4]1[cH:5][c:6]([NH2:11])[n:7][c:8]([NH2:10])[cH:9]1)=[O:12].[NH3:13]>>[CH2:3]([c:4]1[cH:5][c:6]([NH2:11])[n:7][c:8]([NH2:10])[cH:9]1)[NH2:13]. Starting materials: IC1=NC(=CC(=C1O)CN)C(C)(C)C (2-iodo-4-aminomethyl-6-(1,1-dimethylethyl)-3-pyridinol), Cl (hydrochloric acid). Solvent: CCOCC (ether), C(C)O (ethanol). Product: Cl.Cl.IC1=NC(=CC(=C1O)CN)C(C)(C)C (2-iodo-4-aminomethyl-6-(1,1-dimethylethyl)-3-pyridinol dihydrochloride). Isolated yield 91.0%. RXN SMILES: [I:1][C:2]1[C:7]([OH:8])=[C:6]([CH2:9][NH2:10])[CH:5]=[C:4]([C:11]([CH3:14])([CH3:13])[CH3:12])[N:3]=1.[ClH:15]>C(O)C.CCOCC>[ClH:15].[ClH:15].[I:1][C:2]1[C:7]([OH:8])=[C:6]([CH2:9][NH2:10])[CH:5]=[C:4]([C:11]([CH3:14])([CH3:13])[CH3:12])[N:3]=1 |f:4.5.6|. Procedure: To a solution of 2-iodo-4-aminomethyl-6-(1,1-dimethylethyl)-3-pyridinol (4.8 g., 0.016 mole) in ethanol (50 ml.) is added 12N hydrochloric acid (3 ml.). The resulting solution is diluted slowly with ether (150 ml.) and cooled to 0°-5° C. whereupon a solid is deposited. The solid is collected, washed with ether and air-dried to give 2-iodo-4-aminomethyl-6-(1,1-dimethylethyl)-3-pyridinol dihydrochloride (5.4 g., 91%), m.p. 177°-179° C. with dec. Recrystallization from ether-ethanol-water (125:50:2... Starting materials: C(C)(C)(C)OC(N(C)[C@@H](C)C(N[C@H]1CNC2=C(N(C1=O)CC1=C(C=CC3=C(C=CC=C13)Br)OC)C=CC=C2)=O)=O ({(S)-1-[(S)-1-(5-bromo-2-methoxy-naphthalen-1-ylmethyl)-2-oxo-2,3,4,5-tetrahydro-1H-benzo[b][1,4]diazepin-3-ylcarbamoyl]-ethyl}-methyl-carbamic acid tert-butyl ester), C(C)(C)(C)OC(N(C)[C@@H](C)C(N[C@H]1CNC2=C(N(C1=O)CC1=C(C=CC3=C(C=CC=C13)Br)OC)C=CC=C2)=O)=O ({(S)-1-[(S)-1-(5-bromo-2-methoxy-naphthalen-1-ylmethyl)-2-oxo-2,3,4,5-tetrahydro-1H-benzo[b][1,4]diazepin-3-ylcarbamoyl]-ethyl}-methyl-carbamic acid tert-butyl ester), FC(C(=O)O)(F)F.N[C@H]1CNC2=C(N(C1=O)CC1=C(C=CC3=CC=CC=C13)OC)C=CC=C2 ((S)-3-amino-1-(2-methoxy-naphthalen-1-ylmethyl)-1,3,4,5-tetrahydro-benzo[b][1,4]diazepin-2-one trifluoroacetate salt), N([C@@H](C)C(=O)O)(C)C(=O)OC(C)(C)C (Boc-N-Me-Ala-OH). Yields the product C(C)(C)(C)OC(N(C)[C@@H](C)C(N[C@H]1CNC2=C(N(C1=O)CC1=C(C=CC3=CC=CC=C13)OC)C=CC=C2)=O)=O ({(S)-1-[(S)-1-(2-Methoxy-naphthalen-1-ylmethyl)-2-oxo-2,3,4,5-tetrahydro-1H-benzo[b][1,4]diazepin-3-ylcarbamoyl]-ethyl}-methyl-carbamic acid tert-butyl ester). The yield is 73.2%. Reaction SMILES: [C:1]([O:5][C:6](=[O:40])[N:7]([C@H:9]([C:11](=[O:39])[NH:12][C@@H:13]1[C:19](=[O:20])[N:18]([CH2:21][C:22]2[C:31]3[C:26](=[C:27](Br)[CH:28]=[CH:29][CH:30]=3)[CH:25]=[CH:24][C:23]=2[O:33][CH3:34])[C:17]2[CH:35]=[CH:36][CH:37]=[CH:38][C:16]=2[NH:15][CH2:14]1)[CH3:10])[CH3:8])([CH3:4])([CH3:3])[CH3:2].FC(F)(F)C(O)=O.N[C@@H]1C(=O)N(CC2C3C(=CC=CC=3)C=CC=2OC)C2C=CC=CC=2NC1.N(C(OC(C)(C)C)=O)(C)[C@H](C(O)=O)C>>[C:1]([O:5][C:6](=[O:40])[N:7]([C@H:9]([C:11](=[O:39])[NH:12][C@@H:13]1[C:19](=[O:20])[N:18]([CH2:21][C:22]2[C:31]3[C:26](=[CH:27][CH:28]=[CH:29][CH:30]=3)[CH:25]=[CH:24][C:23]=2[O:33][CH3:34])[C:17]2[CH:35]=[CH:36][CH:37]=[CH:38][C:16]=2[NH:15][CH2:14]1)[CH3:10])[CH3:8])([CH3:2])([CH3:3])[CH3:4] |f:1.2|. Procedure details: In a similar manner to that described for the preparation of {(S)-1-[(S)-1-(5-bromo-2-methoxy-naphthalen-1-ylmethyl)-2-oxo-2,3,4,5-tetrahydro-1H-benzo[b][1,4]diazepin-3-ylcarbamoyl]-ethyl}-methyl-carbamic acid tert-butyl ester (Intermediate 12), (S)-3-amino-1-(2-methoxy-naphthalen-1-ylmethyl)-1,3,4,5-tetrahydro-benzo[b][1,4]diazepin-2-one trifluoroacetate salt (Step 1 above) (460 mg) and Boc-N-Me-Ala-OH (223.3 mg, 1.1 mmol) were converted to the title compound (390 mg, 73.2%) obtained as a white... RXN SMILES: [NH2:1][C:2]1[C:7]([C:8](=[O:16])[C:9]2[CH:14]=[CH:13][C:12]([Cl:15])=[CH:11][CH:10]=2)=[CH:6][CH:5]=[CH:4][C:3]=1[CH:17](SC1C=CC=CC=1)[C:18]([NH2:20])=[O:19]>O1CCCC1.[Ni]>[NH2:1][C:2]1[C:7]([C:8](=[O:16])[C:9]2[CH:14]=[CH:13][C:12]([Cl:15])=[CH:11][CH:10]=2)=[CH:6][CH:5]=[CH:4][C:3]=1[CH2:17][C:18]([NH2:20])=[O:19]. Run in O1CCCC1 (tetrahydrofuran). The reagents and catalysts are [Ni] (Raney nickel). The product is NC1=C(C=CC=C1C(C1=CC=C(C=C1)Cl)=O)CC(=O)N (2-Amino-3-(4-chlorobenzoyl)phenylacetamide). Procedure details: To an agitated solution of 28.5 g (0.077 mole) of 2-amino-3-(4-chlorobenzoyl)-α-(phenylthio)phenylacetamide in 1 liter of tetrahydrofuran was added 230 g of wet Raney nickel (washed 3 times with water and 3 times with tetrahydrofuran). After 15 minutes the mixture was filtered and the filtrate concentrated under reduced pressure to give 17.4 g (84%) of yellow crystalline solid. Recrystallization from isopropyl alcohol followed by recrystallizing twice from absolute ethanol gave yellow needles, m... Yield: 78.3%. Starting materials: NC1=C(C=CC=C1C(C1=CC=C(C=C1)Cl)=O)C(C(=O)N)SC1=CC=CC=C1 (2-amino-3-(4-chlorobenzoyl)-α-(phenylthio)phenylacetamide). Starting materials: CC1=C(N=C(O1)C1=CC=C(C(=O)OC)C=C1)CSC1=CC=C(C=C1)C (methyl 4-(5-methyl-4-(p-tolylthiomethyl)oxazol-2-yl)benzoate). The solvent is Cl (hydrochloric acid), O (water). Run at temperature 90 celsius, time 8 hour. The product is CC1=C(N=C(O1)C1=CC=C(C(=O)O)C=C1)CSC1=CC=C(C=C1)C (4-(5-methyl-4-(p-tolylthiomethyl)oxazol-2-yl)benzoic acid). Yield: 73.8%. Reaction SMILES: [CH3:1][C:2]1[O:6][C:5]([C:7]2[CH:16]=[CH:15][C:10]([C:11]([O:13]C)=[O:12])=[CH:9][CH:8]=2)=[N:4][C:3]=1[CH2:17][S:18][C:19]1[CH:24]=[CH:23][C:22]([CH3:25])=[CH:21][CH:20]=1>Cl.O>[CH3:1][C:2]1[O:6][C:5]([C:7]2[CH:8]=[CH:9][C:10]([C:11]([OH:13])=[O:12])=[CH:15][CH:16]=2)=[N:4][C:3]=1[CH2:17][S:18][C:19]1[CH:20]=[CH:21][C:22]([CH3:25])=[CH:23][CH:24]=1. Procedure: A mixture of methyl 4-(5-methyl-4-(p-tolylthiomethyl)oxazol-2-yl)benzoate (3.1 g, 8.78 mmol, 1.00 equiv) in 6N hydrochloric acid (90 mL) was stirred overnight at 90° C. The reaction mixture was diluted with 150 mL of water and extracted with 3×150 mL of ethyl acetate. The combined organic layers was washed with 3×50 mL of brine, dried over anhydrous sodium sulfate and concentrated under vacuum to give 2.2 g (74%) of 4-(5-methyl-4-(p-tolylthiomethyl)oxazol-2-yl)benzoic acid as a white solid. LC-M... Starting materials: O=C1N(C(C2=CC=CC=C12)=O)C1=C(C=C(C=C1)S(=O)(=O)N(C)C)OC (4-(1,3-Dioxoisoindolin-2-yl)-3-methoxy-N,N-dimethylbenzenesulfonamide), O.NN (hydrazine hydrate). The solvent is CO (MeOH). Run at time 2 hour. Yields the product NC1=C(C=C(C=C1)S(=O)(=O)N(C)C)OC (4-Amino-3-methoxy-N,N-dimethylbenzenesulfonamide). The yield is 34.4%. RXN SMILES: O=C1C2C(=CC=CC=2)C(=O)[N:3]1[C:12]1[CH:17]=[CH:16][C:15]([S:18]([N:21]([CH3:23])[CH3:22])(=[O:20])=[O:19])=[CH:14][C:13]=1[O:24][CH3:25].O.NN>CO>[NH2:3][C:12]1[CH:17]=[CH:16][C:15]([S:18]([N:21]([CH3:22])[CH3:23])(=[O:19])=[O:20])=[CH:14][C:13]=1[O:24][CH3:25] |f:1.2|. Procedure: 4-(1,3-Dioxoisoindolin-2-yl)-3-methoxy-N,N-dimethylbenzenesulfonamide (Preparation 105, 50 mg, 0.139 mmol) was suspended in MeOH (6 mL) and hydrazine hydrate (1 mL) was added. The resulting solution was stirred at room temperature for 2 hours before concentrating in vacuo. The residue was purified using Biotage silica gel column chromatography eluting with 50% EtOAc in cyclohexane to give the title compound as white solid (11 mg, 34%). Starting materials: CS(C)=O, O=C(O)c1cn(-c2ccc(F)cc2F)c2nc3cc(F)c(F)cc3cc2c1=O, Fc1ccc(N2CCNCC2)cc1. The product is O=C(O)c1cn(-c2ccc(F)cc2F)c2nc3cc(N4CCN(c5ccc(F)cc5)CC4)c(F)cc3cc2c1=O. Reaction SMILES: [CH3:42][S:43](=[O:44])[CH3:45].[F:1][c:2]1[cH:3][c:4]2[c:5]([n:6][c:7]3[n:8](-[c:18]4[c:19]([F:25])[cH:20][c:21]([F:24])[cH:22][cH:23]4)[cH:9][c:10]([C:15](=[O:16])[OH:17])[c:11](=[O:14])[c:12]3[cH:13]2)[cH:26][c:27]1[F:28].[F:29][c:30]1[cH:31][cH:32][c:33]([N:36]2[CH2:37][CH2:38][NH:39][CH2:40][CH2:41]2)[cH:34][cH:35]1>>[F:1][c:2]1[cH:3][c:4]2[c:5]([n:6][c:7]3[n:8](-[c:18]4[c:19]([F:25])[cH:20][c:21]([F:24])[cH:22][cH:23]4)[cH:9][c:10]([C:15](=[O:16])[OH:17])[c:11](=[O:14])[c:12]3[cH:13]2)[cH:26][c:27]1[N:39]1[CH2:38][CH2:37][N:36]([c:33]2[cH:32][cH:31][c:30]([F:29])[cH:35][cH:34]2)[CH2:41][CH2:40]1.